From a dataset of the Open Reaction Database (ORD), a public repository of structured organic reaction records. describe an organic reaction: reactants, conditions, products, and yield The reactants are C(C)NC1=C(C=C(C(=C1)OC)OC)[C@H]1CC=2C=CC(=CC2CC1)OC(C(C)(C)C)=O (pivalic acid (R)-6-(2-ethylamino-4,5-dimethoxyphenyl)-5,6,7,8-tetrahydronaphthalen-2-yl ester), CN(C(COC1=C(C=C(C=O)C=C1)F)(C)C)C (4-(2-dimethylamino-2-methylpropoxy)-3-fluorobenzaldehyde). Yields the product CN(C(COC1=C(C=C(CCCNC2=C(C=C(C(=C2)OC)OC)[C@H]2CC=3C=CC(=CC3CC2)O)C=C1)F)(C)C)C ((R)-6-{2-{[4-(2-Dimethylamino-2-methylpropoxy)-3-fluorobenzyl]ethylamino}-4,5-dimethoxyphenyl}-5,6,7,8-tetrahydronaphthalen-2-ol). Isolated yield 37.4%. Reaction SMILES: [CH2:1]([NH:3][C:4]1[CH:9]=[C:8]([O:10][CH3:11])[C:7]([O:12][CH3:13])=[CH:6][C:5]=1[C@@H:14]1[CH2:23][CH2:22][C:21]2[CH:20]=[C:19]([O:24]C(=O)C(C)(C)C)[CH:18]=[CH:17][C:16]=2[CH2:15]1)[CH3:2].[CH3:31][N:32]([CH3:47])[C:33]([CH3:46])([CH3:45])[CH2:34][O:35][C:36]1[CH:43]=[CH:42][C:39]([CH:40]=O)=[CH:38][C:37]=1[F:44]>>[CH3:47][N:32]([CH3:31])[C:33]([CH3:45])([CH3:46])[CH2:34][O:35][C:36]1[CH:43]=[CH:42][C:39]([CH2:40][CH2:2][CH2:1][NH:3][C:4]2[CH:9]=[C:8]([O:10][CH3:11])[C:7]([O:12][CH3:13])=[CH:6][C:5]=2[C@@H:14]2[CH2:23][CH2:22][C:21]3[CH:20]=[C:19]([OH:24])[CH:18]=[CH:17][C:16]=3[CH2:15]2)=[CH:38][C:37]=1[F:44]. Procedure details: Synthesized from pivalic acid (R)-6-(2-ethylamino-4,5-dimethoxyphenyl)-5,6,7,8-tetrahydronaphthalen-2-yl ester (20 mg) and 4-(2-dimethylamino-2-methylpropoxy)-3-fluorobenzaldehyde (55 mg) according to an analogous synthetic method to Example 264 and purified by LC-MS, the title compound (10 mg) was obtained. Reactants: C(C)(C)N1N=CN=C1C1=CN2CCOC3=C(C2=N1)C=C(C=C3)SC3CCNCC3 (2-(2-Isopropyl-2H-[1,2,4]triazol-3-yl)-9-(piperidin-4-ylsulfanyl)-4,5-dihydro-6-oxa-1,3a-diazabenzo[e]azulene), BrC(C(=O)N)(C)C (2-bromo-2-methylpropionamide), C(=O)([O-])[O-].[Cs+].[Cs+] (Cs2CO3). The solvent is CC#N (CH3CN). Reaction conditions: temperature 120 celsius. The product is C(C)(C)N1N=CN=C1C1=CN2CCOC3=C(C2=N1)C=C(C=C3)SC3CCN(CC3)C(C(=O)N)(C)C (2-{4-[2-(2-Isopropyl-2H-[1,2,4]triazol-3-yl)-4,5-dihydro-6-oxa-1,3a-diazabenzo[e]azulen-9-ylsulfanyl]piperidin-1-yl}isobutyramide). Yield: 88.7%. RXN SMILES: [CH:1]([N:4]1[C:8]([C:9]2[N:18]=[C:17]3[N:11]([CH2:12][CH2:13][O:14][C:15]4[CH:22]=[CH:21][C:20]([S:23][CH:24]5[CH2:29][CH2:28][NH:27][CH2:26][CH2:25]5)=[CH:19][C:16]=43)[CH:10]=2)=[N:7][CH:6]=[N:5]1)([CH3:3])[CH3:2].Br[C:31]([CH3:36])([CH3:35])[C:32]([NH2:34])=[O:33].C([O-])([O-])=O.[Cs+].[Cs+]>CC#N>[CH:1]([N:4]1[C:8]([C:9]2[N:18]=[C:17]3[N:11]([CH2:12][CH2:13][O:14][C:15]4[CH:22]=[CH:21][C:20]([S:23][CH:24]5[CH2:29][CH2:28][N:27]([C:31]([CH3:36])([CH3:35])[C:32]([NH2:34])=[O:33])[CH2:26][CH2:25]5)=[CH:19][C:16]=43)[CH:10]=2)=[N:7][CH:6]=[N:5]1)([CH3:3])[CH3:2] |f:2.3.4|. Procedure: A mixture of 2-(2-isopropyl-2H-[1,2,4]triazol-3-yl)-9-(piperidin-4-ylsulfanyl)-4,5-dihydro-6-oxa-1,3a-diazabenzo[e]azulene from Example 2 (0.244 g, 0.594 mmol), 2-bromo-2-methylpropionamide (0.494 g, 2.976 mmol) and Cs2CO3 (0.774 g, 2.376 mmol) in CH3CN (15 mL) was heated at 120° C. for 2 h using microwave irradiation. The crude mixture was filtered through a pad of Celite® and the filtrate was concentrated in vacuo. The resulting residue was purified by column chromatography (Si-PCC, gradient 2... The reactants are CC(C)(C)NS(=O)(=O)c1cccc(-c2cccc(-c3nc(-c4ccc(C(F)(F)F)nc4)cc(C(F)(F)F)n3)c2)c1, ClCCl, O=C(O)C(F)(F)F. Product: NS(=O)(=O)c1cccc(-c2cccc(-c3nc(-c4ccc(C(F)(F)F)nc4)cc(C(F)(F)F)n3)c2)c1. As a reaction SMILES: [C:1]([CH3:2])([CH3:3])([CH3:4])[NH:5][S:6](=[O:7])(=[O:8])[c:9]1[cH:10][c:11](-[c:15]2[cH:16][c:17](-[c:21]3[n:22][c:23](-[c:31]4[cH:32][n:33][c:34]([C:37]([F:38])([F:39])[F:40])[cH:35][cH:36]4)[cH:24][c:25]([C:27]([F:28])([F:29])[F:30])[n:26]3)[cH:18][cH:19][cH:20]2)[cH:12][cH:13][cH:14]1.[Cl:48][CH2:49][Cl:50].[F:41][C:42]([F:43])([F:44])[C:45]([OH:46])=[O:47]>>[NH2:5][S:6](=[O:7])(=[O:8])[c:9]1[cH:10][c:11](-[c:15]2[cH:16][c:17](-[c:21]3[n:22][c:23](-[c:31]4[cH:32][n:33][c:34]([C:37]([F:38])([F:39])[F:40])[cH:35][cH:36]4)[cH:24][c:25]([C:27]([F:28])([F:29])[F:30])[n:26]3)[cH:18][cH:19][cH:20]2)[cH:12][cH:13][cH:14]1. The reactants are CC=1C=C(C(=O)OC)C=CC1CN1CCCC1 (methyl 3-methyl-4-[(1-pyrrolidinyl)methyl]benzoate), Cl (HCl). Yields the product Cl.CC=1C=C(C(=O)O)C=CC1CN1CCCC1 (3-Methyl-4-[(1-pyrrolidinyl)methyl]benzoic Acid Hydrochloride). RXN SMILES: [CH3:1][C:2]1[CH:3]=[C:4]([CH:9]=[CH:10][C:11]=1[CH2:12][N:13]1[CH2:17][CH2:16][CH2:15][CH2:14]1)[C:5]([O:7]C)=[O:6].[ClH:18]>>[ClH:18].[CH3:1][C:2]1[CH:3]=[C:4]([CH:9]=[CH:10][C:11]=1[CH2:12][N:13]1[CH2:17][CH2:16][CH2:15][CH2:14]1)[C:5]([OH:7])=[O:6] |f:2.3|. Procedure details: A solution of methyl 3-methyl-4-[(1-pyrrolidinyl)methyl]benzoate (16 g, 68.6 mmol) in 250 mL of 1 N HCl was heated at reflux overnight (13 hr). After cooling to ambient temperature, the aqueous solution was extracted with EtOAc (150 mL). The aqueous layer was concentrated by rotary evaporation to give 16.8 g (65.7 mmol; 96%) of the title acid as a white solid.